This data is from the Open Reaction Database (ORD), a public repository of structured organic reaction records. The task is: describe an organic reaction: reactants, conditions, products, and yield Reactants: O=C(O)C1CCCC1, O, c1ccsc1. Product: O=C(c1cccs1)C1CCCC1. As a reaction SMILES: [CH:6]1([C:11](=[O:12])[OH:13])[CH2:7][CH2:8][CH2:9][CH2:10]1.[OH2:14].[cH:1]1[cH:2][cH:3][s:4][cH:5]1>>[cH:1]1[cH:2][c:3]([C:11]([CH:6]2[CH2:7][CH2:8][CH2:9][CH2:10]2)=[O:12])[s:4][cH:5]1. Run at time 1 hour. Solvent: O1CCCC1 (tetrahydrofuran), C1(=CC=CC=C1)C (toluene), O1CCCC1 (tetrahydrofuran). RXN SMILES: [CH3:1][O:2][C:3]1[CH:4]=[C:5]([N:9]2[CH:13]=[C:12]([CH3:14])[C:11]([C:15](OCC)=[O:16])=[N:10]2)[CH:6]=[CH:7][CH:8]=1.[H-].[Al+3].[Li+].[H-].[H-].[H-]>O1CCCC1.C1(C)C=CC=CC=1.[O-2].[O-2].[Mn+4]>[CH3:1][O:2][C:3]1[CH:4]=[C:5]([N:9]2[CH:13]=[C:12]([CH3:14])[C:11]([CH:15]=[O:16])=[N:10]2)[CH:6]=[CH:7][CH:8]=1 |f:1.2.3.4.5.6,9.10.11|. The reagents and catalysts are [O-2].[O-2].[Mn+4] (manganese dioxide). The yield is 53.2%. Reactants: [H-].[Al+3].[Li+].[H-].[H-].[H-] (lithium aluminum hydride), COC=1C=C(C=CC1)N1N=C(C(=C1)C)C(=O)OCC (ethyl 1-(3-methoxyphenyl)-4-methyl-1H-pyrazole-3-carboxylate), COC=1C=C(C=CC1)N1N=C(C(=C1)C)C(=O)OCC (ethyl 1-(3-methoxyphenyl)-4-methyl-1H-pyrazole-3-carboxylate), ice. Procedure details: A solution (5 mL) of ethyl 1-(3-methoxyphenyl)-4-methyl-1H-pyrazole-3-carboxylate (1.9 g) synthesized in the above-mentioned (1) in tetrahydrofuran was added to an ice-cooled solution (20 mL) of lithium aluminum hydride (0.29 g) in tetrahydrofuran. The ice bath was removed, and the reaction mixture was stirred at room temperature for 1 hr. The mixture was ice-cooled again, and water (0.76 mL), 1N aqueous sodium hydroxide solution (3.8 mL) and water (0.76 mL) were successively added dropwise to q... Product: COC=1C=C(C=CC1)N1N=C(C(=C1)C)C=O (1-(3-methoxyphenyl)-4-methyl-1H-pyrazole-3-carbaldehyde). The reactants are CC(=O)N(C)Cc1cccc(Br)c1, O=C[O-], [Na+], CN(C)C=O. Yields the product CC(=O)N(C)Cc1cccc(C=O)c1. Reaction SMILES: [Br:1][c:2]1[cH:3][c:4]([CH2:5][N:6]([C:7]([CH3:8])=[O:9])[CH3:10])[cH:11][cH:12][cH:13]1.[CH:14](=[O:15])[O-:16].[Na+:17].[O:18]=[CH:19][N:20]([CH3:21])[CH3:22]>>[c:2]1([CH:14]=[O:15])[cH:3][c:4]([CH2:5][N:6]([C:7]([CH3:8])=[O:9])[CH3:10])[cH:11][cH:12][cH:13]1. Reactants: IC=1C=C(C=C(C1N)[N+](=O)[O-])C1=C(C=CC=C1)C(F)(F)F (3-Iodo-5-nitro-2′-trifluoromethyl-biphenyl-4-ylamine), COCC#C (3-methoxy-propyne). Product: COCCCC=1C(=C(C=C(C1)C1=C(C=CC=C1)C(F)(F)F)N)N (5-(3-Methoxy-propyl)-2′-trifluoromethyl-biphenyl-3,4-diamine). As a reaction SMILES: I[C:2]1[CH:3]=[C:4]([C:12]2[CH:17]=[CH:16][CH:15]=[CH:14][C:13]=2[C:18]([F:21])([F:20])[F:19])[CH:5]=[C:6]([N+:9]([O-])=O)[C:7]=1[NH2:8].[CH3:22][O:23][CH2:24][C:25]#[CH:26]>>[CH3:22][O:23][CH2:24][CH2:25][CH2:26][C:2]1[C:7]([NH2:8])=[C:6]([NH2:9])[CH:5]=[C:4]([C:12]2[CH:17]=[CH:16][CH:15]=[CH:14][C:13]=2[C:18]([F:21])([F:20])[F:19])[CH:3]=1. Procedure: The title compound was prepared from 3-iodo-5-nitro-2′-trifluoromethyl-biphenyl-4-ylamine (as prepared in Example 9, step A) and 3-methoxy-propyne according to the procedures described in Example 10, steps A and B. The reactants are COC(=O)CCC#CCCC(=O)O, Cc1ccccc1, O=C(OC(=O)C(Cl)Cl)C(Cl)Cl, c1ccoc1. Yields the product COC(=O)CCC#CCCC(=O)c1ccco1. RXN SMILES: [CH3:1][O:2][C:3](=[O:4])[CH2:5][CH2:6][C:7]#[C:8][CH2:9][CH2:10][C:11](=[O:12])[OH:13].[CH3:30][c:31]1[cH:32][cH:33][cH:34][cH:35][cH:36]1.[Cl:19][CH:20]([Cl:21])[C:22]([O:23][C:24](=[O:25])[CH:26]([Cl:27])[Cl:28])=[O:29].[cH:14]1[cH:15][cH:16][o:17][cH:18]1>>[CH3:1][O:2][C:3](=[O:4])[CH2:5][CH2:6][C:7]#[C:8][CH2:9][CH2:10][C:11](=[O:13])[c:16]1[cH:15][cH:14][cH:18][o:17]1. The reactants are COC(=O)C(=O)c1ccc(N(C=O)CCOc2ccc3ccccc3c2)cc1, CCCCCC, CC(C)=O, CO, [Na+], C1CCOC1, [OH-]. Yields the product O=CN(CCOc1ccc2ccccc2c1)c1ccc(C(=O)C(=O)O)cc1. RXN SMILES: [CH3:1][O:2][C:3]([C:4]([c:5]1[cH:6][cH:7][c:8]([N:11]([CH:12]=[O:13])[CH2:14][CH2:15][O:16][c:17]2[cH:18][c:19]3[cH:20][cH:21][cH:22][cH:23][c:24]3[cH:25][cH:26]2)[cH:9][cH:10]1)=[O:27])=[O:28].[CH3:31][CH2:32][CH2:33][CH2:34][CH2:35][CH3:36].[CH3:37][C:38]([CH3:39])=[O:40].[CH3:41][OH:42].[Na+:30].[O:43]1[CH2:44][CH2:45][CH2:46][CH2:47]1.[OH-:29]>>[O:2]=[C:3]([C:4]([c:5]1[cH:6][cH:7][c:8]([N:11]([CH:12]=[O:13])[CH2:14][CH2:15][O:16][c:17]2[cH:18][c:19]3[cH:20][cH:21][cH:22][cH:23][c:24]3[cH:25][cH:26]2)[cH:9][cH:10]1)=[O:27])[OH:28]. Reactants: BrN1C(N(C(NC1=O)=O)Br)=O (Dibromoisocyanuric acid), C(C)OC=1C=C(C=CC1C(=O)OC)C1=C(C=CC=C1)F (methyl 3-ethoxy-2′-fluorobiphenyl-4-carboxylate), CN(C)C=O (DMF), resultant mixture, BrN1C(N(C(NC1=O)=O)Br)=O (Dibromoisocyanuric acid). Run in O (Water). Run at time 1 hour. Product: BrC1=C(C=C(C(=C1)C(=O)OC)OCC)C1=C(C=CC=C1)F (Methyl 2-bromo-5-ethoxy-2′-fluorobiphenyl-4-carboxylate). Isolated yield 178.9%. RXN SMILES: [Br:1]N1C(=O)NC(=O)N(Br)C1=O.[CH2:12]([O:14][C:15]1[CH:16]=[C:17]([C:25]2[CH:30]=[CH:29][CH:28]=[CH:27][C:26]=2[F:31])[CH:18]=[CH:19][C:20]=1[C:21]([O:23][CH3:24])=[O:22])[CH3:13].CN(C=O)C>O>[Br:1][C:18]1[CH:19]=[C:20]([C:21]([O:23][CH3:24])=[O:22])[C:15]([O:14][CH2:12][CH3:13])=[CH:16][C:17]=1[C:25]1[CH:30]=[CH:29][CH:28]=[CH:27][C:26]=1[F:31]. Procedure details: Dibromoisocyanuric acid (0.631 g) was added to a mixture of methyl 3-ethoxy-2′-fluorobiphenyl-4-carboxylate (1.14 g) and DMF (10 mL), and the resultant mixture was stirred at room temperature for 2 hours. Dibromoisocyanuric acid (0.238 g) was further added to the reaction mixture, and the mixture was stirred at room temperature for 1 hour. Water was added to the reaction mixture, followed by extraction with ethyl acetate. The obtained organic layer was washed with water and saturated saline and ...